describe an organic reaction: reactants, conditions, products, and yield From a dataset of the Open Reaction Database (ORD), a public repository of structured organic reaction records. Starting materials: BrC=1C=C(C=CC1OC)NC(C)=O (N-(3-bromo-4-methoxyphenyl)acetamide), Cl (HCl). Solvent: CCO (EtOH), CCO (EtOH). Reaction conditions: temperature 80 celsius. Product: BrC=1C=C(N)C=CC1OC (3-bromo-4-methoxyaniline). Isolated yield 85.9%. RXN SMILES: [Br:1][C:2]1[CH:3]=[C:4]([NH:10]C(=O)C)[CH:5]=[CH:6][C:7]=1[O:8][CH3:9].Cl>CCO>[Br:1][C:2]1[CH:3]=[C:4]([CH:5]=[CH:6][C:7]=1[O:8][CH3:9])[NH2:10]. Reported procedure: To a solution of N-(3-bromo-4-methoxyphenyl)acetamide III (5.0 g, 20.50 mmol) in EtOH (40.0 mL) was added concentrated HCl (20.0 mL) and heated the reaction mixture to 80° C. for 4-5 h. After the completion of the reaction (TLC monitoring), EtOH was distilled off and the residue was cooled to 0° C. followed by basification with aqueous NH3 till pH 12 and extraction with EtOAc (2×250 mL). The combined organics was washed with brine, dried (Na2SO4), filtered and concentrated under reduced pressure... The reactants are NC1=CC=C(C=N1)C=1N=C(C2=C(N1)C=C(S2)CN2CCN(CC2)C(COC2OCCCC2)=O)N2CCOCC2 (1-(4-((2-(6-Aminopyridin-3-yl)-4-morpholinothieno[3,2-d]pyrimidin-6-yl)methyl)piperazin-1-yl)-2-(tetrahydro-2H-pyran-2-yloxy)ethanone), C(C)(=O)OC(C)=O (acetic anhydride). Run in N1=CC=CC=C1 (pyridine). The product is O1CCN(CC1)C=1C2=C(N=C(N1)C=1C=CC(=NC1)NC(C)=O)C=C(S2)CN2CCN(CC2)C(COC2OCCCC2)=O (N-(5-(4-morpholino-6-((4-(2-(tetrahydro-2H-pyran-2-yloxy)acetyl)piperazin-1-yl)methyl)thieno[3,2-d]pyrimidin-2-yl)pyridin-2-yl)acetamide). RXN SMILES: [NH2:1][C:2]1[N:7]=[CH:6][C:5]([C:8]2[N:9]=[C:10]([N:34]3[CH2:39][CH2:38][O:37][CH2:36][CH2:35]3)[C:11]3[S:16][C:15]([CH2:17][N:18]4[CH2:23][CH2:22][N:21]([C:24](=[O:33])[CH2:25][O:26][CH:27]5[CH2:32][CH2:31][CH2:30][CH2:29][O:28]5)[CH2:20][CH2:19]4)=[CH:14][C:12]=3[N:13]=2)=[CH:4][CH:3]=1.[C:40](OC(=O)C)(=[O:42])[CH3:41]>N1C=CC=CC=1>[O:37]1[CH2:36][CH2:35][N:34]([C:10]2[C:11]3[S:16][C:15]([CH2:17][N:18]4[CH2:19][CH2:20][N:21]([C:24](=[O:33])[CH2:25][O:26][CH:27]5[CH2:32][CH2:31][CH2:30][CH2:29][O:28]5)[CH2:22][CH2:23]4)=[CH:14][C:12]=3[N:13]=[C:8]([C:5]3[CH:4]=[CH:3][C:2]([NH:1][C:40](=[O:42])[CH3:41])=[N:7][CH:6]=3)[N:9]=2)[CH2:39][CH2:38]1. Procedure: 1-(4-((2-(6-Aminopyridin-3-yl)-4-morpholinothieno[3,2-d]pyrimidin-6-yl)methyl)piperazin-1-yl)-2-(tetrahydro-2H-pyran-2-yloxy)ethanone (110 mg) was reacted with 80 μL acetic anhydride in 500 μL pyridine overnight at 40° C. to give N-(5-(4-morpholino-6-((4-(2-(tetrahydro-2H-pyran-2-yloxy)acetyl)piperazin-1-yl)methyl)thieno[3,2-d]pyrimidin-2-yl)pyridin-2-yl)acetamide. This intermediate was subjected to Procedure D to remove the THP protecting group and give 6.3 mg of 184 after purification. MS (Q1)... Starting materials: OCCN1CCC(=CC1)C1=CC=C(C=C1)F (1-(2-hydroxyethyl)-4-(p-fluorophenyl)-1,2,3,6-tetrahydropyridine), S(=O)(Cl)Cl (thionyl chloride). Solvent: C1=CC=CC=C1 (benzene). Product: Cl.ClCCN1CCC(=CC1)C1=CC=C(C=C1)F (1-(2-chloroethyl)-4 -(p-fluorophenyl)-1,2,3,6-tetrahydropyridine hydrochloride). RXN SMILES: O[CH2:2][CH2:3][N:4]1[CH2:9][CH:8]=[C:7]([C:10]2[CH:15]=[CH:14][C:13]([F:16])=[CH:12][CH:11]=2)[CH2:6][CH2:5]1.S(Cl)([Cl:19])=O>C1C=CC=CC=1>[ClH:19].[Cl:19][CH2:2][CH2:3][N:4]1[CH2:9][CH:8]=[C:7]([C:10]2[CH:15]=[CH:14][C:13]([F:16])=[CH:12][CH:11]=2)[CH2:6][CH2:5]1 |f:3.4|. Reported procedure: 0.5 g. of 1-(2-hydroxyethyl)-4-(p-fluorophenyl)-1,2,3,6-tetrahydropyridine are dissolved in 10 ml. of absolute benzene and 0.4 g. of thionyl chloride are added with stirring and cooling with ice. The mixture is heated under reflux conditions for 30 minutes and the solvent is evaporated. The 1-(2-chloroethyl)-4 -(p-fluorophenyl)-1,2,3,6-tetrahydropyridine hydrochloride obtained melts at 226°C. after recrystallization from ethanol. The reactants are COC=1CCCCC(N1)CCCC(C(=O)OCC)NC(=O)OCC1=CC=CC=C1 (ethyl 3,4,5,6-tetrahydro-7-methoxy-α-[[(phenylmethoxy)carbonyl]amino]-2H-azepine-2-pentanoate), [Cl-].[NH4+] (ammonium chloride), title material. The solvent is CO (MeOH). Product: Cl.N=C1CCCCC(N1)CCCC(C(=O)OCC)NC(=O)OCC1=CC=CC=C1 (ethyl hexahydro-7-imino-α-[[(phenylmethoxy)carbonyl]amino]-1H-azepine-2-pentanoate, monohydrochloride). As a reaction SMILES: CO[C:3]1[CH2:4][CH2:5][CH2:6][CH2:7][CH:8]([CH2:10][CH2:11][CH2:12][CH:13]([NH:19][C:20]([O:22][CH2:23][C:24]2[CH:29]=[CH:28][CH:27]=[CH:26][CH:25]=2)=[O:21])[C:14]([O:16][CH2:17][CH3:18])=[O:15])[N:9]=1.[Cl-:30].[NH4+:31]>CO>[ClH:30].[NH:31]=[C:3]1[NH:9][CH:8]([CH2:10][CH2:11][CH2:12][CH:13]([NH:19][C:20]([O:22][CH2:23][C:24]2[CH:29]=[CH:28][CH:27]=[CH:26][CH:25]=2)=[O:21])[C:14]([O:16][CH2:17][CH3:18])=[O:15])[CH2:7][CH2:6][CH2:5][CH2:4]1 |f:1.2,4.5|. Procedure details: The product of EXAMPLE 248 in MeOH is reacted with ammonium chloride by the method of EXAMPLE 27 to generate the title material. The reactants are NC1=NC2=C(N1[C@H]1CC[C@H](CC1)C(=O)NC(C)C)C=C(C=C2)OCC2=CC=C(C=C2)OC (cis-4-(2-amino-6-(4-methoxybenzyloxy)-1H-benzo[d]imidazol-1-yl)-N-isopropylcyclohexanecarboxamide), FC1=CC=C(C(=O)Cl)C=C1 (4-fluorobenzoyl chloride), TEA. The solvent is C(Cl)Cl (DCM). Conditions: time 10 minute. Yields the product FC1=CC=C(C(=O)N(C2=NC3=C(N2[C@@H]2CC[C@@H](CC2)C(NC(C)C)=O)C=C(C=C3)OCC3=CC=C(C=C3)OC)C(C3=CC=C(C=C3)F)=O)C=C1 (4-Fluoro-N-(4-fluorobenzoyl)-N-(1-(cis-4-(isopropylcarbamoyl)cyclohexyl)-6-(4-methoxybenzyloxy)-1H-benzo[d]imidazol-2-yl)benzamide). Yield: 80.0%. Reaction SMILES: [NH2:1][C:2]1[N:6]([C@@H:7]2[CH2:12][CH2:11][C@H:10]([C:13]([NH:15][CH:16]([CH3:18])[CH3:17])=[O:14])[CH2:9][CH2:8]2)[C:5]2[CH:19]=[C:20]([O:23][CH2:24][C:25]3[CH:30]=[CH:29][C:28]([O:31][CH3:32])=[CH:27][CH:26]=3)[CH:21]=[CH:22][C:4]=2[N:3]=1.[F:33][C:34]1[CH:42]=[CH:41][C:37]([C:38](Cl)=[O:39])=[CH:36][CH:35]=1>C(Cl)Cl>[F:33][C:34]1[CH:42]=[CH:41][C:37]([C:38]([N:1]([C:38](=[O:39])[C:37]2[CH:41]=[CH:42][C:34]([F:33])=[CH:35][CH:36]=2)[C:2]2[N:6]([C@H:7]3[CH2:12][CH2:11][C@@H:10]([C:13](=[O:14])[NH:15][CH:16]([CH3:18])[CH3:17])[CH2:9][CH2:8]3)[C:5]3[CH:19]=[C:20]([O:23][CH2:24][C:25]4[CH:30]=[CH:29][C:28]([O:31][CH3:32])=[CH:27][CH:26]=4)[CH:21]=[CH:22][C:4]=3[N:3]=2)=[O:39])=[CH:36][CH:35]=1. Reported procedure: To a solution of cis-4-(2-amino-6-(4-methoxybenzyloxy)-1H-benzo[d]imidazol-1-yl)-N-isopropylcyclohexanecarboxamide (424 mg, 0.971 mmol) and 4-fluorobenzoyl chloride (0.172 mL, 1.457 mmol) in DCM was added TEA (0.271 mL, 1.943 mmol), and the resulting mixture was stirred at RT for 10 minutes. The mixture was evaporated, and the residue diluted with DCM, washed with water, brine, and the organic layer dried over Na2SO4. The mixture was purified via flash chromatography using a linear gradient of 0...